This data is from the Open Reaction Database (ORD), a public repository of structured organic reaction records. The task is: describe an organic reaction: reactants, conditions, products, and yield Reactants: CSC=1C=CC2=C(C(=NCC=3N2C(=NN3)C)C3=NC=CC=C3)C1 (8-methylthio-1-methyl-6-(2-pyridyl)-4H-s-triazolo[4,3-a][1,4]benzodiazepine), N,N,N',N'-tetrapropyldiaminomethane, FC(C(=O)OC(C(F)(F)F)=O)(F)F (trifluoroacetic anhydride). Solvent: CN(C=O)C (dimethylformamide), N,N,N',N'-tetrapropyldiaminomethane. Product: CSC=1C=CC2=C(C(=NCC=3N2C(=NN3)CCN(CCC)CCC)C3=NC=CC=C3)C1 (8-methylthio-1-[2-(dipropylamino)ethyl]-6-(2-pyridyl)-4H-s-triazolo[4,3-a][1,4]benzodiazepine). Reaction SMILES: [CH3:1][S:2][C:3]1[CH:4]=[CH:5][C:6]2[N:12]3[C:13]([CH3:16])=[N:14][N:15]=[C:11]3[CH2:10][N:9]=[C:8]([C:17]3[CH:22]=[CH:21][CH:20]=[CH:19][N:18]=3)[C:7]=2[CH:23]=1.FC(F)(F)C(O[C:29](=O)[C:30](F)(F)F)=O>CN(C)C=O>[CH3:1][S:2][C:3]1[CH:4]=[CH:5][C:6]2[N:12]3[C:13]([CH2:16][CH2:11][N:12]([CH2:13][CH2:29][CH3:30])[CH2:6][CH2:5][CH3:4])=[N:14][N:15]=[C:11]3[CH2:10][N:9]=[C:8]([C:17]3[CH:22]=[CH:21][CH:20]=[CH:19][N:18]=3)[C:7]=2[CH:23]=1. Procedure details: In the manner given in Example 1, a solution of 8-methylthio-1-methyl-6-(2-pyridyl)-4H-s-triazolo[4,3-a][1,4]benzodiazepine in dimethylformamide, N,N,N',N'-tetrapropyldiaminomethane and trifluoroacetic anhydride (in 0.2 molar excess compared to the N,N,N',N'-tetrapropyldiaminomethane) are reacted together to give 8-methylthio-1-[2-(dipropylamino)ethyl]-6-(2-pyridyl)-4H-s-triazolo[4,3-a][1,4]benzodiazepine.